This data is from the Open Reaction Database (ORD), a public repository of structured organic reaction records. The task is: describe an organic reaction: reactants, conditions, products, and yield Starting materials: N(=O)[O-].[Na+] (sodium nitrite), ice-salt, FC1=CC=C(C=C1)N1N=C(C=C1C1=CC=C(C=C1)SC)N (1-(4-fluorophenyl)-5-[4-(methylthio)phenyl]-3-pyrazolamine), S(O)(O)(=O)=O (sulfuric acid), cuprous bromide, [Br-].[Na+] (sodium bromide), Br (hydrobromic acid). The solvent is O (water), O (water), C(C)#N (acetonitrile), O (water). Conditions: temperature 0 celsius, time 30 minute. Yields the product BrC1=NN(C(=C1)C1=CC=C(C=C1)SC)C1=CC=C(C=C1)F (3-bromo-1-(4-fluorophenyl)-5-[4-(methylthio)phenyl]pyrazole). Isolated yield 28.8%. Reaction SMILES: N([O-])=O.[Na+].[F:5][C:6]1[CH:11]=[CH:10][C:9]([N:12]2[C:16]([C:17]3[CH:22]=[CH:21][C:20]([S:23][CH3:24])=[CH:19][CH:18]=3)=[CH:15][C:14](N)=[N:13]2)=[CH:8][CH:7]=1.S(=O)(=O)(O)O.[Br-:31].[Na+].Br>O.C(#N)C>[Br:31][C:14]1[CH:15]=[C:16]([C:17]2[CH:22]=[CH:21][C:20]([S:23][CH3:24])=[CH:19][CH:18]=2)[N:12]([C:9]2[CH:10]=[CH:11][C:6]([F:5])=[CH:7][CH:8]=2)[N:13]=1 |f:0.1,4.5|. Reported procedure: A solution of sodium nitrite (0.26 g) in water (0.3 ml) was added to an ice-salt cooled mixture of 1-(4-fluorophenyl)-5-[4-(methylthio)phenyl]-3-pyrazolamine (1 g), acetonitrile (1 ml), sulfuric acid (0.6 ml) and water (1.6 ml). The mixture was stirred at 0° C. for 30 minutes. The resulting mixture was added portionwise to a mixture of cuprous bromide (645 mg), sodium bromide (582 mg), hydrobromic acid (1.7 ml) and water (3 ml) at 80° C. The mixture was stirred at 80° C. for 30 minutes and extra...